Dataset: the Open Reaction Database (ORD), a public repository of structured organic reaction records. Task: describe an organic reaction: reactants, conditions, products, and yield Product: COCCO[C@@H]1CN(CC1)C(=O)C1=CC2=NC=CC(=C2S1)NC=1C=C2C=C(NC2=CC1)C ((3S)-[3-(2-Methoxy-ethoxy)-pyrrolidin-1-yl]-[7-(2-methyl-1H-indol-5-ylamino)-thieno[3,2-b]pyridin-2-yl]-methanone). Reactants: ClC1=C2C(=NC=C1)C=C(S2)C(=O)N2C[C@H](CC2)OCCOC ((3S)-(7-chloro-thieno[3,2-b]pyridin-2-yl)-[3-(2-methoxy-ethoxy)-pyrrolidin-1-yl]-methanone), CC=1NC2=CC=C(C=C2C1)N (2-methyl-1H-indol-5-ylamine). As a reaction SMILES: Cl[C:2]1[CH:7]=[CH:6][N:5]=[C:4]2[CH:8]=[C:9]([C:11]([N:13]3[CH2:17][CH2:16][C@H:15]([O:18][CH2:19][CH2:20][O:21][CH3:22])[CH2:14]3)=[O:12])[S:10][C:3]=12.[CH3:23][C:24]1[NH:25][C:26]2[C:31]([CH:32]=1)=[CH:30][C:29]([NH2:33])=[CH:28][CH:27]=2>>[CH3:22][O:21][CH2:20][CH2:19][O:18][C@H:15]1[CH2:16][CH2:17][N:13]([C:11]([C:9]2[S:10][C:3]3[C:4](=[N:5][CH:6]=[CH:7][C:2]=3[NH:33][C:29]3[CH:30]=[C:31]4[C:26](=[CH:27][CH:28]=3)[NH:25][C:24]([CH3:23])=[CH:32]4)[CH:8]=2)=[O:12])[CH2:14]1. Reported procedure: The title compound was prepared from (3S)-(7-chloro-thieno[3,2-b]pyridin-2-yl)-[3-(2-methoxy-ethoxy)-pyrrolidin-1-yl]-methanone and 2-methyl-1H-indol-5-ylamine by a procedure analogous to Example 1C. MS: 451.2 (MH+); HPLC Rf: 4.357 min.; HPLC purity: 97%. Starting materials: CCOC(=O)c1nc(CC)sc1C, CCO, Cl, [Na+], [OH-]. Product: CCc1nc(C(=O)O)c(C)s1. As a reaction SMILES: [CH2:1]([CH3:2])[c:3]1[s:4][c:5]([CH3:13])[c:6]([C:8](=[O:9])[O:10][CH2:11][CH3:12])[n:7]1.[CH3:17][CH2:18][OH:19].[ClH:16].[Na+:15].[OH-:14]>>[CH2:1]([CH3:2])[c:3]1[s:4][c:5]([CH3:13])[c:6]([C:8](=[O:9])[OH:10])[n:7]1. Reactants: C(\C=C\C(=O)O)(=O)O (fumaric acid), O (water), C(C(C)(C)C)(=O)OCO[P@](=O)(OC1=CC=CC=C1)COC(CN1C2=NC=NC(=C2N=C1)N)C (((R)-((1-(6-amino-9H-purin-9-yl)propan-2-yloxy)methyl)(phenoxy)phosphoryloxy)methyl pivalate), N (ammonia). Reaction conditions: time 30 minute. Product: C([C@H](O)[C@@H](O)C(=O)O)(=O)O.C(C(C)(C)C)(=O)OCO[P@](=O)(OC1=CC=CC=C1)CO[C@@H](CN1C2=NC=NC(=C2N=C1)N)C (((R)—(((R)-1-(6-amino-9H-purin-9-yl)propan-2-yloxy)methyl)(phenoxy)phosphoryloxy)methyl pivalate L-tartarate). As a reaction SMILES: [C:1]([OH:8])(=[O:7])/[CH:2]=[CH:3]/[C:4]([OH:6])=[O:5].[C:9]([O:15][CH2:16][O:17][P@@:18]([CH2:27][O:28][CH:29]([CH3:41])[CH2:30][N:31]1[CH:39]=[N:38][C:37]2[C:32]1=[N:33][CH:34]=[N:35][C:36]=2[NH2:40])([O:20][C:21]1[CH:26]=[CH:25][CH:24]=[CH:23][CH:22]=1)=[O:19])(=[O:14])[C:10]([CH3:13])([CH3:12])[CH3:11].N.[OH2:43]>>[C:1]([OH:8])(=[O:7])[C@@H:2]([C@H:3]([C:4]([OH:6])=[O:5])[OH:14])[OH:43].[C:9]([O:15][CH2:16][O:17][P@@:18]([CH2:27][O:28][C@H:29]([CH3:41])[CH2:30][N:31]1[CH:39]=[N:38][C:37]2[C:32]1=[N:33][CH:34]=[N:35][C:36]=2[NH2:40])([O:20][C:21]1[CH:22]=[CH:23][CH:24]=[CH:25][CH:26]=1)=[O:19])(=[O:14])[C:10]([CH3:13])([CH3:12])[CH3:11] |f:4.5|. Procedure: In a round bottom flask, fumaric acid salt of ((R)-((1-(6-amino-9H-purin-9-yl)propan-2-yloxy)methyl)(phenoxy)phosphoryloxy)methyl pivalate (50 g), water (500 ml) and liquid ammonia (50 ml) at 23-25° C. The reaction mass was stirred for 30 minutes and extracted with dichloromethane (500 ml). The organic layer was collected and distilled under vacuum. To the residue, 135 ml water and 27 ml acetonitrile was added. The contents were stirred at 23-25° C. for 15 minutes. L-tartaric acid (4.25 g) was a... Starting materials: C(C1=CC=CC=C1)N1CC2=C(CC1)C=1C=CC(=CC1OC2=O)OC (3-benzyl-8-methoxy-1,2,3,4-tetrahydro-chromeno[3,4-c]pyridin-5-one). Reagents/catalysts: [Pd] (palladium on carbon). The solvent is CO (methanol), O1CCCC1 (tetrahydrofuran). Yields the product COC=1C=CC2=C(C1)OC(C=1CNCCC12)=O (8-Methoxy-1,2,3,4-tetrahydro-chromeno[3,4-c]pyridin-5-one). The yield is 48.2%. Reaction SMILES: C([N:8]1[CH2:13][CH2:12][C:11]2[C:14]3[CH:15]=[CH:16][C:17]([O:23][CH3:24])=[CH:18][C:19]=3[O:20][C:21](=[O:22])[C:10]=2[CH2:9]1)C1C=CC=CC=1>CO.O1CCCC1.[Pd]>[CH3:24][O:23][C:17]1[CH:16]=[CH:15][C:14]2[C:11]3[CH2:12][CH2:13][NH:8][CH2:9][C:10]=3[C:21](=[O:22])[O:20][C:19]=2[CH:18]=1. Reported procedure: A solution of 3-benzyl-8-methoxy-1,2,3,4-tetrahydro-chromeno[3,4-c]pyridin-5-one (8.2 g, 26 mmol) in 150 mL of methanol and 100 mL of tetrahydrofuran is hydrogenated at room temperature over a palladium on carbon catalyst (0.85 g) for 18 hours. The catalyst is filtered and the filtrate evaporated. Recrystallization of the residue from acetonitrile with a small amount of added water gives 2.9 g (49%) of product; mp 179°-181° C. Reactants: C(C)OC(C(C(=O)O)C(CCC)C=1C=NC(=CC1)NC(C(C)(C)C)=O)=O (2-{1-[6-(2,2-dimethyl-propionylamino)-pyridin-3-yl]-butyl}-malonic acid monoethyl ester), C=O (formaldehyde), N1CCCCC1 (piperidine). The solvent is C1CCOC1 (THF). Reaction conditions: time 10 minute. The product is C(C)OC(C(=C)C(CCC)C=1C=NC(=CC1)NC(C(C)(C)C)=O)=O (2-{1-[6-(2,2-dimethyl-propionylamino)-pyridin-3-yl]-butyl}-acrylic acid ethyl ester). Yield: 84.8%. Reaction SMILES: [CH2:1]([O:3][C:4](=[O:26])[CH:5]([CH:9]([C:13]1[CH:14]=[N:15][C:16]([NH:19][C:20](=[O:25])[C:21]([CH3:24])([CH3:23])[CH3:22])=[CH:17][CH:18]=1)[CH2:10][CH2:11][CH3:12])[C:6](O)=O)[CH3:2].C=O.N1CCCCC1>C1COCC1>[CH2:1]([O:3][C:4](=[O:26])[C:5]([CH:9]([C:13]1[CH:14]=[N:15][C:16]([NH:19][C:20](=[O:25])[C:21]([CH3:24])([CH3:23])[CH3:22])=[CH:17][CH:18]=1)[CH2:10][CH2:11][CH3:12])=[CH2:6])[CH3:2]. Procedure: To a solution of 2-{1-[6-(2,2-dimethyl-propionylamino)-pyridin-3-yl]-butyl}-malonic acid monoethyl ester (712 mg, 1.95 mmol) in THF (6.5 mL) at 0° C. formaldehyde (37% in water, 0.3 mL) was added within 5 min. Stirring was continued for 10 min, then piperidine (0.26 mL, 2.63 mmol) was added dropwise within 10 min. The mixture was allowed to warm up overnight to room temperature. After 14 h the mixture was concentrated under reduced pressure to one third of its volume, then ether and water were a... Reactants: ClCCl, ClC(Cl)Cl, [Cl-], O=S(=O)(O)O, S, c1ccncc1, O=C(O)CCCCn1cnnn1. Yields the product OC(=S)CCCCn1cnnn1. Reaction SMILES: [CH2:26]([Cl:27])[Cl:28].[CH:29]([Cl:30])([Cl:31])[Cl:32].[Cl-:1].[S:21](=[O:22])(=[O:23])([OH:24])[OH:25].[SH2:20].[cH:14]1[cH:15][cH:16][n:17][cH:18][cH:19]1.[n:2]1([CH2:7][CH2:8][CH2:9][CH2:10][C:11](=[O:12])[OH:13])[n:3][n:4][n:5][cH:6]1>>[n:2]1([CH2:7][CH2:8][CH2:9][CH2:10][C:11]([OH:13])=[S:21])[n:3][n:4][n:5][cH:6]1. Starting materials: C1(=CC=C(C=C1)NCC1=CC=NC(=C1C(=O)N(C(C)C)C(C)C)NCC1=CC=NC=C1)C1=CC=CC=C1 (4-(biphenyl-4-ylaminomethyl)-N,N-diisopropyl-2-[(pyridin-4-ylmethyl)-amino]-nicotinamide), CCO (EtOH). Run in Cl (HCl). Yields the product C1(=CC=C(C=C1)N1C(C=2C(=NC=CC2C1)NCC1=CC=NC=C1)=O)C1=CC=CC=C1 (2-biphenyl-4-yl-4-[(pyridin-4-ylmethyl)-amino]-1,2-dihydro-pyrrolo[3,4-c]pyridin-3-one). As a reaction SMILES: [C:1]1([C:32]2[CH:37]=[CH:36][CH:35]=[CH:34][CH:33]=2)[CH:6]=[CH:5][C:4]([NH:7][CH2:8][C:9]2C(C(N(C(C)C)C(C)C)=O)=[C:13]([NH:24][CH2:25][C:26]3[CH:31]=[CH:30][N:29]=[CH:28][CH:27]=3)[N:12]=[CH:11][CH:10]=2)=[CH:3][CH:2]=1.[CH3:38][CH2:39][OH:40]>Cl>[C:1]1([C:32]2[CH:33]=[CH:34][CH:35]=[CH:36][CH:37]=2)[CH:2]=[CH:3][C:4]([N:7]2[CH2:8][C:9]3[CH:10]=[CH:11][N:12]=[C:13]([NH:24][CH2:25][C:26]4[CH:31]=[CH:30][N:29]=[CH:28][CH:27]=4)[C:38]=3[C:39]2=[O:40])=[CH:5][CH:6]=1. Procedure: A solution of 4-(biphenyl-4-ylaminomethyl)-N,N-diisopropyl-2-[(pyridin-4-ylmethyl)-amino]-nicotinamide (13 mg, 0.026 mmol, Step C) in absolute EtOH (3 mL) and HCl (12 N, 1 mL) was heated to reflux for 2 days, then concentrated in vacuo. The crude material was dissolved in 1:1 DMSO to MeOH (2 mL) and purified by reverse phase HPLC (10-95% CH3CN in H2O). MS (ES+): 393.2 (M+H)+.